describe an organic reaction: reactants, conditions, products, and yield From a dataset of the Open Reaction Database (ORD), a public repository of structured organic reaction records. The reactants are COCOc1c(-c2cccc3sc(C(C)=O)cc23)cc(C(C)(C)C)cc1C(C)(C)C, C1CCOC1, Cl. Yields the product CC(=O)c1cc2c(-c3cc(C(C)(C)C)cc(C(C)(C)C)c3O)cccc2s1. As a reaction SMILES: [C:1]([CH3:2])(=[O:3])[c:4]1[cH:5][c:6]2[c:7]([s:8]1)[cH:9][cH:10][cH:11][c:12]2-[c:13]1[c:14]([O:27][CH2:28][O:29][CH3:30])[c:15]([C:23]([CH3:24])([CH3:25])[CH3:26])[cH:16][c:17]([C:19]([CH3:20])([CH3:21])[CH3:22])[cH:18]1.[CH2:32]1[O:33][CH2:34][CH2:35][CH2:36]1.[ClH:31]>>[C:1]([CH3:2])(=[O:3])[c:4]1[cH:5][c:6]2[c:7]([s:8]1)[cH:9][cH:10][cH:11][c:12]2-[c:13]1[c:14]([OH:27])[c:15]([C:23]([CH3:24])([CH3:25])[CH3:26])[cH:16][c:17]([C:19]([CH3:20])([CH3:21])[CH3:22])[cH:18]1. Starting materials: C(C)(=O)OC(C)=O (Acetic anhydride), FC1=C(C=C(C=C1)[N+](=O)[O-])N (2-fluoro-5-nitrophenylamine), C(C)(=O)O (acetic acid). Run in O (water). Conditions: temperature 40 celsius. The product is FC1=C(C=C(C=C1)[N+](=O)[O-])NC(C)=O (N-(2-fluoro-5-nitrophenyl)acetamide). As a reaction SMILES: C(O[C:5](=[O:7])[CH3:6])(=O)C.[F:8][C:9]1[CH:14]=[CH:13][C:12]([N+:15]([O-:17])=[O:16])=[CH:11][C:10]=1[NH2:18].C(O)(=O)C>O>[F:8][C:9]1[CH:14]=[CH:13][C:12]([N+:15]([O-:17])=[O:16])=[CH:11][C:10]=1[NH:18][C:5](=[O:7])[CH3:6]. Procedure details: Acetic anhydride (8.0 mL) was added dropwise over a period of 10 minutes to a mixture of 2-fluoro-5-nitrophenylamine (7.8 g) and acetic acid (50 mL) at reflux. The resulting mixture was heated at reflux for 30 minutes and cooled to 40° C. The mixture was poured into cold water (800 mL) and the resulting precipitate collected by filtration, washed with 1.0 M aqueous hydrochloric acid and water and dried to give title compound as a light brown solid, 9.2 g. The reactants are C(C)(C)(C)OC(=O)N1CCN(CCC1)CC1=NC=2C=CC=C3C(NN=C(N1)C32)=O (4-(3-oxo-2,9-dihydro-3H-1,2,7,9-tetraaza-phenalen-8-ylmethyl)-[1,4]diazepane-1-carboxylic acid tert-butyl ester), C(=O)(C(F)(F)F)O (TFA), C(C)(C)(C)OC(=O)N1CCN(CCC1)CC1=NC=2C=CC=C3C(NN=C(N1)C32)=O (4-(3-oxo-2,9-dihydro-3H-1,2,7,9-tetraaza-phenalen-8-ylmethyl)-[1,4]diazepane-1-carboxylic acid tert-butyl ester), C(F)(F)(F)C(=O)O (CF3CO2H). Solvent: C(Cl)Cl (CH2Cl2). Run at time 30 minute. Product: N1(CCNCCC1)CC1=NC=2C=CC=C3C(NN=C(N1)C32)=O (8-[1,4]diazepan-1-ylmethyl-2,9-dihydro-1,2,7,9-tetraaza-phenalen-3-one). Reaction SMILES: C(OC([N:8]1[CH2:14][CH2:13][CH2:12][N:11]([CH2:15][C:16]2[NH:27][C:26]3[C:28]4[C:22]([C:23](=[O:29])[NH:24][N:25]=3)=[CH:21][CH:20]=[CH:19][C:18]=4[N:17]=2)[CH2:10][CH2:9]1)=O)(C)(C)C.C(O)(C(F)(F)F)=O>C(Cl)Cl>[N:11]1([CH2:15][C:16]2[NH:27][C:26]3[C:28]4[C:22]([C:23](=[O:29])[NH:24][N:25]=3)=[CH:21][CH:20]=[CH:19][C:18]=4[N:17]=2)[CH2:12][CH2:13][CH2:14][NH:8][CH2:9][CH2:10]1. Procedure: Synthesized from compound 24. To a solution of 24 (1.5 g, 3.7 mmol) in 30 mL of CH2Cl2 was added 6 mL of TFA while stirring at room temperature. After 30 minutes, the solvents were evaporated and the residue was washed with acetonitrile to afford 1.0 g (90%) of analytically pure white solid. MP: 147-149° C.; MS (ES−): 297; 1H NMR (400 MHz, D2O): 1.96 (m, 2H), 2.82 (t, 2H), 3.01 (t, 2H), 3.28 (t, 4H), 3.53 (s, 2H), 7.22 (d, 1H), 7.47 (d, 1H), 7.61 (t, 1H). Anal. Calcd. for C15H18N6O. 1.1 CF3CO2H.... The reactants are NC1=CC=C(C=C1)N1CCC(CC1)=O (1-(4-aminophenyl)-4-piperidinone), ClC(=O)OCC (ethyl chloroformate), C(O)([O-])=O.[Na+] (sodium hydrogen carbonate), C(C)(=O)OCC (ethyl acetate). Solvent: O1CCCC1 (tetrahydrofuran), O (water), O1CCCC1 (tetrahydrofuran), O (water). The product is O=C1CCN(CC1)C1=CC=C(C=C1)NC(OCC)=O (ethyl 4-(4-oxo-piperidin-1-yl)-phenylcarbamate). As a reaction SMILES: [NH2:1][C:2]1[CH:7]=[CH:6][C:5]([N:8]2[CH2:13][CH2:12][C:11](=[O:14])[CH2:10][CH2:9]2)=[CH:4][CH:3]=1.C(=O)([O-])O.[Na+].Cl[C:21]([O:23][CH2:24][CH3:25])=[O:22].C(OCC)(=O)C>O1CCCC1.O>[O:14]=[C:11]1[CH2:10][CH2:9][N:8]([C:5]2[CH:6]=[CH:7][C:2]([NH:1][C:21](=[O:22])[O:23][CH2:24][CH3:25])=[CH:3][CH:4]=2)[CH2:13][CH2:12]1 |f:1.2|. Procedure: 4.9 g of 1-(4-aminophenyl)-4-piperidinone were suspended in a mixture of 30 ml of tetrahydrofuran and 9 ml of water under argon and treated with 3.3 g of sodium hydrogen carbonate. Then, a solution of 2.7 ml of ethyl chloroformate in 20 ml of tetrahydrofuran was added dropwise at room temperature while stirring vigorously and, after completion of-the addition, the mixture was stirred for a further 1 h. After adding water and ethyl acetate the phases were separated and the aqueous phase was extra...